Dataset: the Open Reaction Database (ORD), a public repository of structured organic reaction records. Task: describe an organic reaction: reactants, conditions, products, and yield Starting materials: [OH-].[Na+] (sodium hydroxide), OC(CCCC)C1C(CCC1)=O (2-(1-hydroxypentyl)-cyclopentanone), resultant mixture, Cl (hydrochloric acid). The solvent is C(CCC)O (n-butanol). Reaction conditions: temperature 130 celsius, time 30 minute. The product is C(CCCC)C=1C(CCC1)=O (2-pentyl-2-cyclopentenone). The yield is 60.1%. RXN SMILES: O[CH:2]([CH:7]1[CH2:11][CH2:10][CH2:9][C:8]1=[O:12])[CH2:3][CH2:4][CH2:5][CH3:6].Cl.[OH-].[Na+]>C(O)CCC>[CH2:2]([C:7]1[C:8](=[O:12])[CH2:9][CH2:10][CH:11]=1)[CH2:3][CH2:4][CH2:5][CH3:6] |f:2.3|. Reported procedure: 42.6 g of 2-(1-hydroxypentyl)-cyclopentanone were dissolved in 161.9 g of n-butanol and heated to 130° C. Then, 24.5 g (0.24 mol) of a 35% hydrochloric acid were added dropwise thereto for 30 minutes at the same temperature. After the dropping addition was finished, the resultant mixture was stirred for 2 hours under heating at the same temperature. After the reaction was finished, the mixture was cooled to the room temperature and neutralized with an aqueous solution of sodium hydroxide. Then, ...